This data is from the Open Reaction Database (ORD), a public repository of structured organic reaction records. The task is: describe an organic reaction: reactants, conditions, products, and yield Product: CCCCSC(C)(C#N)c1cccc(C(=O)c2ccccc2)c1. As a reaction SMILES: [CH2:1]([CH2:2][CH2:3][CH3:4])[S:5][CH:6]([C:7]#[N:8])[c:9]1[cH:10][c:11]([C:15]([c:16]2[cH:17][cH:18][cH:19][cH:20][cH:21]2)=[O:22])[cH:12][cH:13][cH:14]1.[CH3:23][O-:24].[CH3:26][I:27].[CH3:29][OH:30].[Na+:25].[OH2:28]>>[CH2:1]([CH2:2][CH2:3][CH3:4])[S:5][C:6]([C:7]#[N:8])([c:9]1[cH:10][c:11]([C:15]([c:16]2[cH:17][cH:18][cH:19][cH:20][cH:21]2)=[O:22])[cH:12][cH:13][cH:14]1)[CH3:23]. Reactants: CCCCSC(C#N)c1cccc(C(=O)c2ccccc2)c1, C[O-], CI, CO, [Na+], O. The reactants are COC(C1=NC=2NCCCC2C=C1C=O)OC (2-(dimethoxymethyl)-5,6,7,8-tetrahydro-1,8-naphthyridine-3-carbaldehyde), COC(C1=NC=2NCCCC2C=C1C=O)OC (2-(dimethoxymethyl)-5,6,7,8-tetrahydro-1,8-naphthyridine-3-carbaldehyde), C1(=CC=CC=C1)OC(NC1=NC=C(C(=C1)CC)C#N)=O (phenyl(5-cyano-4-ethylpyridin-2-yl)carbamate), C1(=CC=CC=C1)OC(NC1=NC=C(C(=C1)CC)C#N)=O (phenyl(5-cyano-4-ethylpyridin-2-yl)carbamate). The reagents and catalysts are CN(C)C=1C=CN=CC1 (DMAP). Run in CN(C)C=O (DMF). Run at temperature 90 celsius. Product: C(#N)C=1C(=CC(=NC1)NC(=O)N1CCCC2=CC(=C(N=C12)C(OC)OC)C=O)CC (N-(5-cyano-4-ethyl pyridin-2-yl)-7-(dimethoxymethyl)-6-formyl-3,4-dihydro-1,8-naphthyridine-1(2H)-carboxamide). RXN SMILES: [CH3:1][O:2][CH:3]([O:16][CH3:17])[C:4]1[C:13]([CH:14]=[O:15])=[CH:12][C:11]2[CH2:10][CH2:9][CH2:8][NH:7][C:6]=2[N:5]=1.C1([O:24][C:25](=O)[NH:26][C:27]2[CH:32]=[C:31]([CH2:33][CH3:34])[C:30]([C:35]#[N:36])=[CH:29][N:28]=2)C=CC=CC=1>CN(C1C=CN=CC=1)C.CN(C=O)C>[C:35]([C:30]1[C:31]([CH2:33][CH3:34])=[CH:32][C:27]([NH:26][C:25]([N:7]2[C:6]3[C:11](=[CH:12][C:13]([CH:14]=[O:15])=[C:4]([CH:3]([O:2][CH3:1])[O:16][CH3:17])[N:5]=3)[CH2:10][CH2:9][CH2:8]2)=[O:24])=[N:28][CH:29]=1)#[N:36]. Procedure details: A mixture of 2-(dimethoxymethyl)-5,6,7,8-tetrahydro-1,8-naphthyridine-3-carbaldehyde (intermediate 41, 400 mg, 1.69 mmol), phenyl(5-cyano-4-ethylpyridin-2-yl)carbamate (intermediate 111, 773 mg, 2.89 mmol) and DMAP (293 mg, 2.40 mmol) in DMF (3 ml) was heated for 1 h at 90° C. The cooled reaction mixture was partitioned between EtOAc and saturated aqueous NaHCO3 solution, extracted 2× with EtOAc, the organic layers dried over Na2SO4 and evaporated. The residue was applied to a 40 g RediSep® colu... Starting materials: CCOc1ccccc1-c1ccc([N+](=O)[O-])cc1[N+](=O)[O-], [Cl-], [Na+], O, S. Yields the product CCOc1ccccc1-c1ccc(N)cc1[N+](=O)[O-]. Reaction SMILES: [CH2:2]([CH3:3])[O:4][c:5]1[c:6](-[c:11]2[c:12]([N+:20](=[O:21])[O-:22])[cH:13][c:14]([N+:17]([O-:18])=[O:19])[cH:15][cH:16]2)[cH:7][cH:8][cH:9][cH:10]1.[Cl-:23].[Na+:24].[OH2:25].[S:1]>>[CH2:2]([CH3:3])[O:4][c:5]1[c:6](-[c:11]2[c:12]([N+:20](=[O:21])[O-:22])[cH:13][c:14]([NH2:17])[cH:15][cH:16]2)[cH:7][cH:8][cH:9][cH:10]1. Starting materials: COc1ccc2cc(Br)ccc2n1, [Li]CCCC, C1CCOC1, CCCCCC, Cn1ccnc1, [Cl-], [Cl-], [Cl-], [NH4+], [Zn+2]. The product is COc1ccc2cc(-c3nccn3C)ccc2n1. As a reaction SMILES: [Br:12][c:13]1[cH:14][c:15]2[cH:16][cH:17][c:18]([O:23][CH3:24])[n:19][c:20]2[cH:21][cH:22]1.[CH2:1]([Li:2])[CH2:3][CH2:4][CH3:5].[CH2:33]1[O:34][CH2:35][CH2:36][CH2:37]1.[CH3:27][CH2:28][CH2:29][CH2:30][CH2:31][CH3:32].[CH3:6][n:7]1[cH:8][n:9][cH:10][cH:11]1.[Cl-:25].[Cl-:38].[Cl-:40].[NH4+:26].[Zn+2:39]>>[CH3:6][n:7]1[c:8](-[c:13]2[cH:14][c:15]3[cH:16][cH:17][c:18]([O:23][CH3:24])[n:19][c:20]3[cH:21][cH:22]2)[n:9][cH:10][cH:11]1.